describe an organic reaction: reactants, conditions, products, and yield From a dataset of the Open Reaction Database (ORD), a public repository of structured organic reaction records. The reactants are ClCCCBr, COc1cc(C(=O)COC(C)=O)ccc1O, O=C([O-])[O-], CC(C)=O, [K+], [K+]. The product is COc1cc(C(=O)COC(C)=O)ccc1OCCCCl. As a reaction SMILES: [Br:17][CH2:18][CH2:19][CH2:20][Cl:21].[C:1]([CH3:2])(=[O:3])[O:4][CH2:5][C:6](=[O:7])[c:8]1[cH:9][c:10]([O:15][CH3:16])[c:11]([OH:14])[cH:12][cH:13]1.[C:22](=[O:23])([O-:24])[O-:25].[CH3:28][C:29](=[O:30])[CH3:31].[K+:26].[K+:27]>>[C:1]([CH3:2])(=[O:3])[O:4][CH2:5][C:6](=[O:7])[c:8]1[cH:9][c:10]([O:15][CH3:16])[c:11]([O:14][CH2:18][CH2:19][CH2:20][Cl:21])[cH:12][cH:13]1. Starting materials: N1=CC=CC=C1 (pyridine), ClC=1C=C(C(=O)Cl)C=CC1Cl (3,4-dichlorobenzoyl chloride), C(C)OC(=O)[C@]1([C@@H]2[C@]([C@@H]2C[C@H]1N)(C(=O)OCC)F)NC(=O)OC(C)(C)C ((1R,2R,3R,5R,6R)-3-amino-2-t-butoxycarbonylamino-6-fluoro-bicyclo[3.1.0]hexane-2,6-dicarboxylic acid diethyl ester). Solvent: C(Cl)(Cl)Cl (chloroform). Conditions: time 3 hour. Yields the product C(C)OC(=O)[C@]1([C@@H]2[C@]([C@@H]2C[C@H]1NC(C1=CC(=C(C=C1)Cl)Cl)=O)(C(=O)OCC)F)NC(=O)OC(C)(C)C ((1R,2R,3R,5R,6R)-2-t-butoxycarbonylamino-3-(3,4-dichlorobenzoylamino)-6-fluoro-bicyclo[3.1.0]hexane-2,6-dicarboxylic acid diethyl ester). Isolated yield 84.5%. As a reaction SMILES: N1C=CC=CC=1.[Cl:7][C:8]1[CH:9]=[C:10]([CH:14]=[CH:15][C:16]=1[Cl:17])[C:11](Cl)=[O:12].[CH2:18]([O:20][C:21]([C@:23]1([NH:36][C:37]([O:39][C:40]([CH3:43])([CH3:42])[CH3:41])=[O:38])[C@H:28]([NH2:29])[CH2:27][C@@H:26]2[C@H:24]1[C@@:25]2([F:35])[C:30]([O:32][CH2:33][CH3:34])=[O:31])=[O:22])[CH3:19]>C(Cl)(Cl)Cl>[CH2:18]([O:20][C:21]([C@:23]1([NH:36][C:37]([O:39][C:40]([CH3:42])([CH3:41])[CH3:43])=[O:38])[C@H:28]([NH:29][C:11](=[O:12])[C:10]2[CH:14]=[CH:15][C:16]([Cl:17])=[C:8]([Cl:7])[CH:9]=2)[CH2:27][C@@H:26]2[C@H:24]1[C@@:25]2([F:35])[C:30]([O:32][CH2:33][CH3:34])=[O:31])=[O:22])[CH3:19]. Procedure details: 7.3 μL of pyridine and 14 mg of 3,4-dichlorobenzoyl chloride were added to 17 mg of (1R,2R,3R,5R,6R)-3-amino-2-t-butoxycarbonylamino-6-fluoro-bicyclo[3.1.0]hexane-2,6-dicarboxylic acid diethyl ester dissolved in 0.17 mL of chloroform, and the mixture was stirred for 3 hours at room temperature. The reaction solution was concentrated under reduced pressure The residue was purified by column chromatography (silica gel: Wako gel C200 (made by Wako Pure Chemical Industries Ltd.), eluent: chloroform-...